This data is from the Open Reaction Database (ORD), a public repository of structured organic reaction records. The task is: describe an organic reaction: reactants, conditions, products, and yield The reactants are CCO, Cl, CCOC(=O)c1cccc(S(=O)(=O)Nc2c(F)cccc2F)c1, [Na+], [OH-], O. The product is O=C(O)c1cccc(S(=O)(=O)Nc2c(F)cccc2F)c1. RXN SMILES: [CH3:24][CH2:25][OH:26].[ClH:29].[F:1][c:2]1[c:3]([NH:9][S:10](=[O:11])(=[O:12])[c:13]2[cH:14][c:15]([C:16](=[O:17])[O:18][CH2:19][CH3:20])[cH:21][cH:22][cH:23]2)[c:4]([F:8])[cH:5][cH:6][cH:7]1.[Na+:28].[OH-:27].[OH2:30]>>[F:1][c:2]1[c:3]([NH:9][S:10](=[O:11])(=[O:12])[c:13]2[cH:14][c:15]([C:16](=[O:17])[OH:18])[cH:21][cH:22][cH:23]2)[c:4]([F:8])[cH:5][cH:6][cH:7]1.